From a dataset of the Open Reaction Database (ORD), a public repository of structured organic reaction records. describe an organic reaction: reactants, conditions, products, and yield Reactants: N1=C(C=CC=2CCCNC12)CCCOC1=CC=C(C[C@H](N)C(=O)OCC)C=C1 (Ethyl O-[3-(5,6,7,8-tetrahydro-1,8-naphthyridin-2-yl)propyl]-L-tyrosinate), FC=1SC2=C(N1)C=CC=C2 (2-fluorobenzothiazole). Solvent: N1=CC=CC=C1 (pyridine). The product is S1C(=NC2=C1C=CC=C2)N[C@@H](CC2=CC=C(C=C2)OCCCC2=NC=1NCCCC1C=C2)C(=O)OCC (Ethyl N-(2-benzothiazolyl)-O-[3-(5,6,7,8-tetrahydro-1,8-naphthyridin-2-yl)propyl]-L-tyrosinate). RXN SMILES: [N:1]1[C:10]2[NH:9][CH2:8][CH2:7][CH2:6][C:5]=2[CH:4]=[CH:3][C:2]=1[CH2:11][CH2:12][CH2:13][O:14][C:15]1[CH:28]=[CH:27][C:18]([CH2:19][C@@H:20]([C:22]([O:24][CH2:25][CH3:26])=[O:23])[NH2:21])=[CH:17][CH:16]=1.F[C:30]1[S:31][C:32]2[CH:38]=[CH:37][CH:36]=[CH:35][C:33]=2[N:34]=1>N1C=CC=CC=1>[S:31]1[C:32]2[CH:38]=[CH:37][CH:36]=[CH:35][C:33]=2[N:34]=[C:30]1[NH:21][C@H:20]([C:22]([O:24][CH2:25][CH3:26])=[O:23])[CH2:19][C:18]1[CH:17]=[CH:16][C:15]([O:14][CH2:13][CH2:12][CH2:11][C:2]2[CH:3]=[CH:4][C:5]3[CH2:6][CH2:7][CH2:8][NH:9][C:10]=3[N:1]=2)=[CH:28][CH:27]=1. Procedure details: A mixture constituted by 1-4 (150 mg, 0.4 mmole) and 2-fluorobenzothiazole (75 mg; 0.5 mmole) in 3 ml of pyridine is agitated at ambient temperature then heated under reflux for minutes, followed by evaporating under reduced pressure and purifying by chromatography eluting with an AcOEt/CH2Cl2 mixture 50/50 in order to obtain 90 mg of the expected 2-1.